From a dataset of the Open Reaction Database (ORD), a public repository of structured organic reaction records. describe an organic reaction: reactants, conditions, products, and yield Starting materials: CC1=C(C(=O)C2=C(C(=O)O)C(=C(C(=C2Cl)Cl)Cl)Cl)C=CC(=C1)N(CC)CC (2-(2-methyl-4-(diethylamino)benzoyl)-3,4,5,6-tetrachlorobenzoic acid), CN(C1=CC(=CC=C1)N(C)C)C (N,N,N',N'-tetramethyl-m-phenylenediamine), C(C)(=O)OC(C)=O (acetic anhydride), Cl (hydrochloric acid). Run in O (water). Run at temperature 95 celsius. The product is CN(C1=C(C=CC(=C1)N(C)C)C1(OC(=O)C2=C(C(=C(C(=C12)Cl)Cl)Cl)Cl)C1=C(C=C(C=C1)N(CC)CC)C)C (3-(2,4-bis(dimethylamino)phenyl)-3-(2-methyl-4-(diethylamino)phenyl)-4,5,6,7-tetrachlorophthalide). RXN SMILES: [CH3:1][C:2]1[CH:22]=[C:21]([N:23]([CH2:26][CH3:27])[CH2:24][CH3:25])[CH:20]=[CH:19][C:3]=1[C:4]([C:6]1[C:14]([Cl:15])=[C:13]([Cl:16])[C:12]([Cl:17])=[C:11]([Cl:18])[C:7]=1[C:8](O)=[O:9])=[O:5].[CH3:28][N:29]([CH3:39])[C:30]1[CH:35]=[CH:34][CH:33]=[C:32]([N:36]([CH3:38])[CH3:37])[CH:31]=1.C(OC(=O)C)(=O)C.Cl>O>[CH3:37][N:36]([CH3:38])[C:32]1[CH:31]=[C:30]([N:29]([CH3:39])[CH3:28])[CH:35]=[CH:34][C:33]=1[C:4]1([C:3]2[CH:19]=[CH:20][C:21]([N:23]([CH2:24][CH3:25])[CH2:26][CH3:27])=[CH:22][C:2]=2[CH3:1])[C:6]2[C:7](=[C:11]([Cl:18])[C:12]([Cl:17])=[C:13]([Cl:16])[C:14]=2[Cl:15])[C:8](=[O:9])[O:5]1. Reported procedure: A mixture of 2-(2-methyl-4-(diethylamino)benzoyl)-3,4,5,6-tetrachlorobenzoic acid (22.4 g.), N,N,N',N'-tetramethyl-m-phenylenediamine (8.20 g.) and acetic anhydride (75 g.) was heated (to 95° C.) during one to two hours, then refluxed with dilute hydrochloric acid (32 g. concentrated hydrochloric acid plus 160 ml. water) during one and one-half hours. The resulting mixture was poured into water and the pH was adjusted. Recrystallization of the resulting product from toluene afforded 3-(2,4-bis(d... Run in CN(C=O)C (dimethylformamide), CN(C=O)C (dimethylformamide). Conditions: time 5 minute. Yield: 71.0%. The reactants are BrCC=1SC2=C(N1)C=C(C=C2)F (2-bromomethyl-5-fluorobenzothiazole), [Cl-].[NH4+] (ammonium chloride), [H-].[Na+] (sodium hydride), [N+](=O)([O-])C1=CC=C(C=C1)O (4-nitrophenol). The product is FC=1C=CC2=C(N=C(S2)COC2=CC=C(C=C2)[N+](=O)[O-])C1 (O-(5-Fluorobenzothiazol-2-ylmethyl)-4-nitrophenol). As a reaction SMILES: [H-].[Na+].[N+:3]([C:6]1[CH:11]=[CH:10][C:9]([OH:12])=[CH:8][CH:7]=1)([O-:5])=[O:4].Br[CH2:14][C:15]1[S:16][C:17]2[CH:23]=[CH:22][C:21]([F:24])=[CH:20][C:18]=2[N:19]=1.[Cl-].[NH4+]>CN(C)C=O>[F:24][C:21]1[CH:22]=[CH:23][C:17]2[S:16][C:15]([CH2:14][O:12][C:9]3[CH:10]=[CH:11][C:6]([N+:3]([O-:5])=[O:4])=[CH:7][CH:8]=3)=[N:19][C:18]=2[CH:20]=1 |f:0.1,4.5|. Reported procedure: 452.9 mg of sodium hydride (as a 60% w/w dispersion in mineral oil) were added to a solution of 1.5 g of 4-nitrophenol in 30 ml of dimethylformamide cooled in an ice-water bath. The resulting mixture was stirred at this temperature for 5 minutes, after which a solution of 2.79 g of 2-bromomethyl-5-fluorobenzothiazole in 5 ml of dimethylformamide was added thereto. The temperature of the resulting mixture was elevated to room temperature and the mixture was then stirred for 3 hours. At the end of... The reactants are C(C1=CC=CC=C1)N1C=NC=2N(C(N(C(C12)=O)CCCCP(OCC)(OCC)=O)=O)C (diethyl [4-(7-benzyl-3-methylxanthin-1-yl)butyl]-phosphonate). Reagents/catalysts: [Pd] (palladium). The solvent is C(C)O (ethanol). Product: CN1C(N(C(C=2NC=NC12)=O)CCCCP(OCC)(OCC)=O)=O (Diethyl [4-(3-methylxanthin-1-yl)-butyl]phosphonate). Reaction SMILES: C([N:8]1[C:16]2[C:15](=[O:17])[N:14]([CH2:18][CH2:19][CH2:20][CH2:21][P:22](=[O:29])([O:26][CH2:27][CH3:28])[O:23][CH2:24][CH3:25])[C:13](=[O:30])[N:12]([CH3:31])[C:11]=2[N:10]=[CH:9]1)C1C=CC=CC=1>C(O)C.[Pd]>[CH3:31][N:12]1[C:11]2[N:10]=[CH:9][NH:8][C:16]=2[C:15](=[O:17])[N:14]([CH2:18][CH2:19][CH2:20][CH2:21][P:22](=[O:29])([O:23][CH2:24][CH3:25])[O:26][CH2:27][CH3:28])[C:13]1=[O:30]. Reported procedure: 15.7 g (0.035 mol) of diethyl [4-(7-benzyl-3-methylxanthin-1-yl)butyl]-phosphonate were hydrogenated in 150 ml of ethanol over 1 g of palladium (10%) on active carbon at room temperature in the course of 8 hours. The catalyst was filtered off, the filtrate was concentrated under reduced pressure and the residue was crystallized from diisopropyl ether. Starting materials: C1CCOC1, COc1ccc(S(=O)(=O)Cl)cc1, CCN(C(C)C)C(C)C, Cl, CCC(C)(C)C(N)C(=O)O, CN(C)C=O. The product is CCC(C)(C)C(NS(=O)(=O)c1ccc(OC)cc1)C(=O)O. Reaction SMILES: [CH2:38]1[O:39][CH2:40][CH2:41][CH2:42]1.[CH3:21][O:22][c:23]1[cH:24][cH:25][c:26]([S:29](=[O:30])(=[O:31])[Cl:32])[cH:27][cH:28]1.[CH:12]([N:13]([CH:14]([CH3:15])[CH3:16])[CH2:17][CH3:18])([CH3:19])[CH3:20].[ClH:1].[NH2:2][CH:3]([C:4](=[O:5])[OH:6])[C:7]([CH2:8][CH3:9])([CH3:10])[CH3:11].[O:33]=[CH:34][N:35]([CH3:36])[CH3:37]>>[NH:2]([CH:3]([C:4](=[O:5])[OH:6])[C:7]([CH2:8][CH3:9])([CH3:10])[CH3:11])[S:29]([c:26]1[cH:25][cH:24][c:23]([O:22][CH3:21])[cH:28][cH:27]1)(=[O:30])=[O:31]. Starting materials: BrC=1C(=C(C=C2C(C(=CN(C12)C1=C(C=C(C(=C1)NC(=O)OC(C)(C)C)F)F)C(=O)OCC)=O)F)F (Ethyl 8-bromo-1-(5-tert-butoxycarbonylamino-2,4-difluorophenyl)-6,7-difluoro-4-oxo-1,4-dihydroquinoline-3-carboxylate), [N-]=[N+]=[N-].[Na+] (sodium azide), CN(C=O)C (N,N-dimethylformamide). The solvent is C(C)(=O)OCC (ethyl acetate). Run at temperature 60 celsius, time 8 hour. Yields the product N(=[N+]=[N-])C1=C(C=C2C(C(=CN(C2=C1Br)C1=C(C=C(C(=C1)NC(=O)OC(C)(C)C)F)F)C(=O)OCC)=O)F (Ethyl 7-Azido-8-bromo-1-(5-tert-butoxycarbonylamino-2,4-difluorophenyl)-6-fluoro-4-oxo-1,4-dihydroquinoline-3-carboxylate). Isolated yield 41.1%. As a reaction SMILES: [Br:1][C:2]1[C:3](F)=[C:4]([F:34])[CH:5]=[C:6]2[C:11]=1[N:10]([C:12]1[CH:17]=[C:16]([NH:18][C:19]([O:21][C:22]([CH3:25])([CH3:24])[CH3:23])=[O:20])[C:15]([F:26])=[CH:14][C:13]=1[F:27])[CH:9]=[C:8]([C:28]([O:30][CH2:31][CH3:32])=[O:29])[C:7]2=[O:33].[N-:36]=[N+:37]=[N-:38].[Na+].CN(C)C=O>C(OCC)(=O)C>[N:36]([C:3]1[C:2]([Br:1])=[C:11]2[C:6]([C:7](=[O:33])[C:8]([C:28]([O:30][CH2:31][CH3:32])=[O:29])=[CH:9][N:10]2[C:12]2[CH:17]=[C:16]([NH:18][C:19]([O:21][C:22]([CH3:24])([CH3:25])[CH3:23])=[O:20])[C:15]([F:26])=[CH:14][C:13]=2[F:27])=[CH:5][C:4]=1[F:34])=[N+:37]=[N-:38] |f:1.2|. Reported procedure: Ethyl 8-bromo-1-(5-tert-butoxycarbonylamino-2,4-difluorophenyl)-6,7-difluoro-4-oxo-1,4-dihydroquinoline-3-carboxylate (1,000 mg) and sodium azide (180 mg) were added to N,N-dimethylformamide (20 ml), and the mixture was stirred overnight at 60° C. After the reaction mixture was cooled back to room temperature, ethyl acetate (100 ml) was added to the reaction mixture, and the resultant mixture was washed 3 times with water (100 ml). After an organic layer was dried over anhydrous magnesium sulfat...